From a dataset of the Open Reaction Database (ORD), a public repository of structured organic reaction records. describe an organic reaction: reactants, conditions, products, and yield Starting materials: [Cl-].[Na+] (sodium chloride salt), FC1=CC=C(C=C1)C1=CC(=CN(C1=O)C(C)C(C)(C)O)C(=O)O (5-(4-fluorophenyl)-1-(3-hydroxy-3-methylbutan-2-yl)-6-oxo-1,6-dihydropyridine-3-carboxylic acid), Cl.CC1=NOC(=N1)[C@@H](C)N ((1R)-1-(3-methyl-1,2,4-oxadiazol-5-yl)ethanamine hydrochloride salt), C(CCl)Cl (EDC), ON1N=NC2=C1N=CC=C2 (1-hydroxy-7-azabenzotriazole), CN1CCOCC1 (N-methylmorpholine). Solvent: CN(C=O)C (N,N-dimethylformamide), O (water). Conditions: time 18 hour. The product is FC1=CC=C(C=C1)C1=CC(=CN(C1=O)C(C)C(C)(C)O)C(=O)N[C@H](C)C1=NC(=NO1)C (5-(4-Fluorophenyl)-1-(3-hydroxy-3-methylbutan-2-yl)-N-[(1R)-1-(3-methyl-1,2,4-oxadiazol-5-yl)ethyl]-6-oxo-1,6-dihydropyridine-3-carboxamide). Reaction SMILES: [Cl-].[Na+].[F:3][C:4]1[CH:9]=[CH:8][C:7]([C:10]2[C:15](=[O:16])[N:14]([CH:17]([C:19]([OH:22])([CH3:21])[CH3:20])[CH3:18])[CH:13]=[C:12]([C:23]([OH:25])=O)[CH:11]=2)=[CH:6][CH:5]=1.Cl.[CH3:27][C:28]1[N:32]=[C:31]([C@H:33]([NH2:35])[CH3:34])[O:30][N:29]=1.C(Cl)CCl.ON1C2N=CC=CC=2N=N1.CN1CCOCC1>CN(C)C=O.O>[F:3][C:4]1[CH:5]=[CH:6][C:7]([C:10]2[C:15](=[O:16])[N:14]([CH:17]([C:19]([OH:22])([CH3:20])[CH3:21])[CH3:18])[CH:13]=[C:12]([C:23]([NH:35][C@@H:33]([C:31]3[O:30][N:29]=[C:28]([CH3:27])[N:32]=3)[CH3:34])=[O:25])[CH:11]=2)=[CH:8][CH:9]=1 |f:0.1,3.4|. Procedure: To a solution of the sodium chloride salt of 5-(4-fluorophenyl)-1-(3-hydroxy-3-methylbutan-2-yl)-6-oxo-1,6-dihydropyridine-3-carboxylic acid (177 mg, 0.46 mmol) in N,N-dimethylformamide (2 mL) were added (1R)-1-(3-methyl-1,2,4-oxadiazol-5-yl)ethanamine hydrochloride salt (110 mg, 0.55 mmol), EDC (105 mg, 0.55 mmol), 1-hydroxy-7-azabenzotriazole (6 mg, 0.05 mmol) and N-methylmorpholine (0.121 mL, 1.10 mmol). The reaction mixture was stirred at ambient temperature. After 18 h, water was added. Pur... The reactants are Cc1ccccc1, CCOC(=O)Cl, CCc1cc(C(=O)OC)c(N)s1. Yields the product CCOC(=O)Nc1sc(CC)cc1C(=O)OC. As a reaction SMILES: [CH3:19][c:20]1[cH:21][cH:22][cH:23][cH:24][cH:25]1.[Cl:13][C:14](=[O:15])[O:16][CH2:17][CH3:18].[NH2:1][c:2]1[s:3][c:4]([CH2:11][CH3:12])[cH:5][c:6]1[C:7](=[O:8])[O:9][CH3:10]>>[NH:1]([c:2]1[s:3][c:4]([CH2:11][CH3:12])[cH:5][c:6]1[C:7](=[O:8])[O:9][CH3:10])[C:14](=[O:15])[O:16][CH2:17][CH3:18].